Task: describe an organic reaction: reactants, conditions, products, and yield. Dataset: the Open Reaction Database (ORD), a public repository of structured organic reaction records Starting materials: C(CC(=O)OCC)(=O)OC(C)(C)C (tert-butyl ethyl malonate), COCCOC (1,2-dimethoxyethane), [H-].[Na+] (sodium hydride), Cl.C(CCC=CCCCCCCCCC=C)NC=1C=C(C(=O)Cl)C=CC1 (3-(1-pentadeca-4,14-dienylamino)benzoyl chloride hydrochloride), COCCOC (1,2-dimethoxyethane), COCCOC (1,2-dimethoxyethane). Yields the product C(CCC=CCCCCCCCCC=C)NC1=CC=C(C(=O)C(C(=O)OC(C)(C)C)C(=O)OCC)C=C1 (tert-butyl ethyl 4-(1-pentadeca-4,14-dienylamino)benzoylmalonate). Reaction SMILES: [C:1]([O:9][C:10]([CH3:13])([CH3:12])[CH3:11])(=[O:8])[CH2:2][C:3]([O:5][CH2:6][CH3:7])=[O:4].[H-].[Na+].Cl.[CH2:17]([NH:32][C:33]1[CH:34]=[C:35]([CH:39]=[CH:40][CH:41]=1)C(Cl)=O)[CH2:18][CH2:19][CH:20]=[CH:21][CH2:22][CH2:23][CH2:24][CH2:25][CH2:26][CH2:27][CH2:28][CH2:29][CH:30]=[CH2:31].[CH3:42][O:43]CCOC>>[CH2:17]([NH:32][C:33]1[CH:41]=[CH:40][C:39]([C:42]([CH:2]([C:3]([O:5][CH2:6][CH3:7])=[O:4])[C:1]([O:9][C:10]([CH3:12])([CH3:11])[CH3:13])=[O:8])=[O:43])=[CH:35][CH:34]=1)[CH2:18][CH2:19][CH:20]=[CH:21][CH2:22][CH2:23][CH2:24][CH2:25][CH2:26][CH2:27][CH2:28][CH2:29][CH:30]=[CH2:31] |f:1.2,3.4|. Reported procedure: A solution of 28.0 g. of tert-butyl ethyl malonate in 10 ml. of 1,2-dimethoxyethane is added to a suspension of 4.0 g. of sodium hydride in 1,2-dimethoxyethane under argon. A solution of 17.3 g. of 3-(1-pentadeca-4,14-dienylamino)benzoyl chloride hydrochloride in 1,2-dimethoxyethane is then added. The reaction mixture is refluxed for 5 hours, cooled, poured on ice and extracted with ether. The ether solution is washed with water and saturated sodium chloride solution, dried over anhydrous sodium... The reactants are CC(C)CCCC(C)CCBr, ClCCl, Clc1ccc2c(c1)[nH]c1cc(Cl)ccc12, [K+], [OH-]. Product: CC(C)CCCC(C)CCn1c2cc(Cl)ccc2c2ccc(Cl)cc21. Reaction SMILES: [Br:18][CH2:19][CH2:20][CH:21]([CH2:22][CH2:23][CH2:24][CH:25]([CH3:26])[CH3:27])[CH3:28].[CH2:29]([Cl:30])[Cl:31].[Cl:1][c:2]1[cH:3][c:4]2[nH:5][c:6]3[cH:7][c:8]([Cl:15])[cH:9][cH:10][c:11]3[c:12]2[cH:13][cH:14]1.[K+:17].[OH-:16]>>[Cl:1][c:2]1[cH:3][c:4]2[n:5]([CH2:19][CH2:20][CH:21]([CH2:22][CH2:23][CH2:24][CH:25]([CH3:26])[CH3:27])[CH3:28])[c:6]3[cH:7][c:8]([Cl:15])[cH:9][cH:10][c:11]3[c:12]2[cH:13][cH:14]1. The reactants are C(N)(=O)C=1NC=[NH+]C1[O-] (4-carbamoylimidazolium-5-olate), C(C1=CC=CC=C1)OC1=CC=C(C(=O)Cl)C=C1 (p-benzyloxybenzoyl chloride). Product: C(C1=CC=CC=C1)OC1=CC=C(C(=O)OC=2N=CNC2C(N)=O)C=C1 (5-carbamoyl-1H-imidazole-4-yl p-benzyloxybenzoate). RXN SMILES: [C:1]([C:4]1[NH:5][CH:6]=[NH+:7][C:8]=1[O-:9])(=[O:3])[NH2:2].[CH2:10]([O:17][C:18]1[CH:26]=[CH:25][C:21]([C:22](Cl)=[O:23])=[CH:20][CH:19]=1)[C:11]1[CH:16]=[CH:15][CH:14]=[CH:13][CH:12]=1>>[CH2:10]([O:17][C:18]1[CH:19]=[CH:20][C:21]([C:22]([O:9][C:8]2[N:7]=[CH:6][NH:5][C:4]=2[C:1](=[O:3])[NH2:2])=[O:23])=[CH:25][CH:26]=1)[C:11]1[CH:12]=[CH:13][CH:14]=[CH:15][CH:16]=1. Procedure: Following a procedure similar to that of Example 1 but using 2.544 g of 4-carbamoylimidazolium-5-olate and 5.922 g of p-benzyloxybenzoyl chloride, there was obtained 5-carbamoyl-1H-imidazole-4-yl p-benzyloxybenzoate. Starting materials: C(C)OC(CC1=C(C=CC(=C1)Cl)OCC(=O)N1[C@@H](CN([C@H](C1)C)CC1=CC=C(C=C1)F)C)=O ((5-chloro-2-{2-[4-(4-fluoro-benzyl)-(2R,5S)-2,5-dimethyl-piperazin-1-yl]-2-oxo-ethoxy}-phenyl)-acetic acid ethyl ester), O.[OH-].[Li+] (lithium hydroxide monohydrate). Run in O1CCCC1 (tetrahydrofuran), CO (methanol), O (water). Conditions: time 18 hour. Product: ClC=1C=CC(=C(C1)CC(=O)O)OCC(=O)N1[C@@H](CN([C@H](C1)C)CC1=CC=C(C=C1)F)C ((5-Chloro-2-{2-[4-(4-fluoro-benzyl)-(2R,5S)-2,5-dimethyl-piperazin-1-yl]-2-oxo-ethoxy}-phenyl)-acetic acid). Yield: 81.8%. As a reaction SMILES: C([O:3][C:4](=[O:33])[CH2:5][C:6]1[CH:11]=[C:10]([Cl:12])[CH:9]=[CH:8][C:7]=1[O:13][CH2:14][C:15]([N:17]1[CH2:22][C@H:21]([CH3:23])[N:20]([CH2:24][C:25]2[CH:30]=[CH:29][C:28]([F:31])=[CH:27][CH:26]=2)[CH2:19][C@H:18]1[CH3:32])=[O:16])C.O.[OH-].[Li+]>O1CCCC1.CO.O>[Cl:12][C:10]1[CH:9]=[CH:8][C:7]([O:13][CH2:14][C:15]([N:17]2[CH2:22][C@H:21]([CH3:23])[N:20]([CH2:24][C:25]3[CH:26]=[CH:27][C:28]([F:31])=[CH:29][CH:30]=3)[CH2:19][C@H:18]2[CH3:32])=[O:16])=[C:6]([CH2:5][C:4]([OH:33])=[O:3])[CH:11]=1 |f:1.2.3|. Procedure details: To a solution of (5-chloro-2-{2-[4-(4-fluoro-benzyl)-(2R,5S)-2,5-dimethyl-piperazin-1-yl]-2-oxo-ethoxy}-phenyl)-acetic acid ethyl ester (5.1 g, 10.7 mmol) in tetrahydrofuran (30 mL), methanol (30 mL) and water (6 mL) was added lithium hydroxide monohydrate (2.2 g, 53.5 mmol). The reaction was stirred for 18 hour at ambient temperature. The reaction was then concentrated in vacuo and the remaining solution was acidified with a 1M aqueous hydrochloric acid and extracted with dichloromethane. The o... Reactants: CCN=C=NCCCN(C)C, O=C(O)c1ccc(Cl)cn1, ClCCl, Cl, COc1ccc2c(c1)C1(COC(NC(=O)C(F)(F)F)=N1)c1cc(N)ccc1O2, CN(C)C=O, O, On1nnc2ccccc21. Yields the product COc1ccc2c(c1)C1(COC(NC(=O)C(F)(F)F)=N1)c1cc(NC(=O)c3ccc(Cl)cn3)ccc1O2. Reaction SMILES: [CH3:40][N:41]([CH3:42])[CH2:43][CH2:44][CH2:45][N:46]=[C:47]=[N:48][CH2:49][CH3:50].[Cl:29][c:30]1[cH:31][cH:32][c:33]([C:36](=[O:37])[OH:38])[n:34][cH:35]1.[Cl:61][CH2:62][Cl:63].[ClH:39].[NH2:1][c:2]1[cH:3][c:4]2[c:5]([cH:6][cH:7]1)[O:8][c:9]1[cH:10][cH:11][c:12]([O:27][CH3:28])[cH:13][c:14]1[C:15]21[N:16]=[C:17]([NH:20][C:21]([C:22]([F:23])([F:24])[F:25])=[O:26])[O:18][CH2:19]1.[O:64]=[CH:65][N:66]([CH3:67])[CH3:68].[OH2:69].[OH:51][n:52]1[c:53]2[cH:54][cH:55][cH:56][cH:57][c:58]2[n:59][n:60]1>>[NH:1]([c:2]1[cH:3][c:4]2[c:5]([cH:6][cH:7]1)[O:8][c:9]1[cH:10][cH:11][c:12]([O:27][CH3:28])[cH:13][c:14]1[C:15]21[N:16]=[C:17]([NH:20][C:21]([C:22]([F:23])([F:24])[F:25])=[O:26])[O:18][CH2:19]1)[C:36]([c:33]1[cH:32][cH:31][c:30]([Cl:29])[cH:35][n:34]1)=[O:37]. Starting materials: ClC1=C(C=C(S1)C(C)=O)[N+](=O)[O-] (1-(5-chloro-4-nitro-2-thienyl)ethanone), CNC (dimethylamine), C=O (paraformaldehyde), Cl (hydrochloric acid). Run in C(C)(C)O (isopropanol). Run at temperature 80 celsius, time 1 hour. Product: hydrochloride salt, ClC1=C(C=C(S1)C(CCN(C)C)=O)[N+](=O)[O-] (1-(5-chloro-4-nitro-2-thienyl)-3-dimethylamino-propan-1-one). Isolated yield 42.7%. RXN SMILES: [Cl:1][C:2]1[S:6][C:5]([C:7](=[O:9])[CH3:8])=[CH:4][C:3]=1[N+:10]([O-:12])=[O:11].[CH3:13][NH:14][CH3:15].[CH2:16]=O.Cl>C(O)(C)C>[Cl:1][C:2]1[S:6][C:5]([C:7](=[O:9])[CH2:8][CH2:13][N:14]([CH3:16])[CH3:15])=[CH:4][C:3]=1[N+:10]([O-:12])=[O:11]. Reported procedure: To a solution of 1-(5-chloro-4-nitro-2-thienyl)ethanone (1 g, 4.9 mmol) in isopropanol (20 mL), was added dimethylamine (0.55 g, 6.8 mmol) and paraformaldehyde (0.22 g, 7.3 mmol) and concentrated hydrochloric acid (0.2 mL). The resulting reaction mixture was heated at 80° C. for 18 hours. After this time, the reaction mixture was cooled to 0° C. and stirred at 0° C. for 1 hour. A pale yellow precipitate formed and collected by filtration to afford the corresponding hydrochloride salt of the titl... The reactants are C(C)(C)(C)C(C(=O)O)CC1=C(C(=CC=C1)NC(C(C(C(F)(F)F)C)C1=CC=C(C=C1)Cl)=O)F (tert-butyl (+/−)-3-(3-{[2-(4-chlorophenyl)-4,4,4-trifluoro-3-methylbutanoyl]amino}-2-fluorophenyl) propanoic acid), FC(C(=O)O)(F)F (trifluoroacetic acid). Solvent: ClCCl (dichloromethane). Run at time 4 hour. Yields the product ClC1=CC=C(C=C1)C(C(=O)NC=1C(=C(C=CC1)CCC(=O)O)F)C(C(F)(F)F)C ((+/−)-3-(3-{[2-(4-Chlorophenyl)-4,4,4-trifluoro-3-methylbutanoyl]amino}-2-fluorophenyl)propanoic acid). As a reaction SMILES: C([CH:5]([CH2:9][C:10]1[CH:15]=[CH:14][CH:13]=[C:12]([NH:16][C:17](=[O:32])[CH:18]([C:25]2[CH:30]=[CH:29][C:28]([Cl:31])=[CH:27][CH:26]=2)[CH:19]([CH3:24])[C:20]([F:23])([F:22])[F:21])[C:11]=1[F:33])[C:6]([OH:8])=[O:7])(C)(C)C.FC(F)(F)C(O)=O>ClCCl>[Cl:31][C:28]1[CH:27]=[CH:26][C:25]([CH:18]([CH:19]([CH3:24])[C:20]([F:23])([F:21])[F:22])[C:17]([NH:16][C:12]2[C:11]([F:33])=[C:10]([CH2:9][CH2:5][C:6]([OH:8])=[O:7])[CH:15]=[CH:14][CH:13]=2)=[O:32])=[CH:30][CH:29]=1. Procedure details: 270 mg (0.553 mmol) of tert-butyl (+/−)-3-(3-{[2-(4-chlorophenyl)-4,4,4-trifluoro-3-methylbutanoyl]amino}-2-fluorophenyl) propanoic acid (diastereomer 1, Example 102A) were dissolved in 0.2 ml of dichloromethane, and 0.85 ml of trifluoroacetic acid was added at RT. The reaction mixture was stirred at RT for 4 h and then concentrated under reduced pressure. The residue was purified by preparative RP-HPLC (acetonitrile/water mixture). This gave 188 mg (78.7% of theory) of the target compound.